Dataset: the Open Reaction Database (ORD), a public repository of structured organic reaction records. Task: describe an organic reaction: reactants, conditions, products, and yield Reactants: S1C(=CC=C1)C(=O)C1=C(C(=O)O)C=CC=C1 (o-(2-thienoyl)benzoic acid), C(CN)N (ethylenediamine). The product is S1C(=CC=C1)C12N(C(C3=CC=CC=C13)=O)CCN2 (9b-(2-thienyl)-1,2,3,9b-tetrahydro-5H-imidazo[2,1-a]isoindol-5-one). RXN SMILES: [S:1]1[CH:5]=[CH:4][CH:3]=[C:2]1[C:6]([C:8]1[CH:16]=[CH:15][CH:14]=[CH:13][C:9]=1[C:10]([OH:12])=O)=O.[CH2:17]([NH2:20])[CH2:18][NH2:19]>>[S:1]1[CH:5]=[CH:4][CH:3]=[C:2]1[C:6]12[NH:20][CH2:17][CH2:18][N:19]1[C:10](=[O:12])[C:9]1[C:8]2=[CH:16][CH:15]=[CH:14][CH:13]=1. Reported procedure: Condense o-(2-thienoyl)benzoic acid with ethylenediamine by the procedure of Example 1 to obtain 9b-(2-thienyl)-1,2,3,9b-tetrahydro-5H-imidazo[2,1-a]isoindol-5-one and reduce with lithium aluminum hydride as described in Example 1 to obtain 1,2,3,4,5,6-hexahydro-1-(2-thienyl)-2,5-benzodiazocine, m.p. 148° C. The dihydrochloride melts at 241° C.